describe an organic reaction: reactants, conditions, products, and yield From a dataset of the Open Reaction Database (ORD), a public repository of structured organic reaction records. Reactants: O (water), CCN(C(C)C)C(C)C (DIPEA), Cl.C(C)OC([C@@H](N)C)=O (L-alanine ethyl ester hydrochloride), BrC1=C(C(=CC=C1)F)[N+](=O)[O-] (1-bromo-3-fluoro-2-nitrobenzene). Run in CN(C(C)=O)C (N,N-dimethylacetamide), [NH4+].[Cl-] (NH4Cl). Reaction conditions: time 15 minute. The product is BrC=1C(=C(C=CC1)N[C@H](C(=O)OCC)C)[N+](=O)[O-] ((S)-ethyl 2-((3-bromo-2-nitrophenyl)amino)propanoate). Yield: 102.7%. RXN SMILES: CCN(C(C)C)C(C)C.Cl.[CH2:11]([O:13][C:14](=[O:18])[C@H:15]([CH3:17])[NH2:16])[CH3:12].[Br:19][C:20]1[CH:25]=[CH:24][CH:23]=[C:22](F)[C:21]=1[N+:27]([O-:29])=[O:28].O>CN(C)C(=O)C.[NH4+].[Cl-]>[Br:19][C:20]1[C:21]([N+:27]([O-:29])=[O:28])=[C:22]([NH:16][C@@H:15]([CH3:17])[C:14]([O:13][CH2:11][CH3:12])=[O:18])[CH:23]=[CH:24][CH:25]=1 |f:1.2,6.7|. Reported procedure: DIPEA (45.1 mL, 259 mmol) was added to a stirred solution of L-alanine ethyl ester hydrochloride (Aldrich; 34.1 g, 222 mmol) and 1-bromo-3-fluoro-2-nitrobenzene (126a; Ark Pharm, Inc., Libertyville, Ill.; 16.29 g, 74.0 mmol) in N,N-dimethylacetamide (15 mL) and the resulting yellow solution was stirred at RT for 15 min. A water-cooled reflux condenser was attached to the flask, and the resulting mixture was heated at 80° C. for 18 h. The reaction was cooled to RT, diluted with saturated aq. NH4C... Reactants: N1(CCCC1)C1CCN(CC1)S(=O)(=O)N (4-pyrolidin-1-ylpiperidine-1-sulfonamide), ClC1=NC(=NC(=C1)OC)SCC1=C(C(=CC=C1)F)F (4-Chloro-2-[[(2,3-difluorophenyl)methyl]thio]-6-methoxypyrimidine), C([O-])([O-])=O.[Cs+].[Cs+] (cesium carbonate), ClC1=NC(=NC(=C1)OC)SCC1=C(C(=CC=C1)F)F (4-Chloro-2-[[(2,3-difluorophenyl)methyl]thio]-6-methoxypyrimidine), C1(CCCCC1)P(C1=C(C=CC=C1)C1=C(C=C(C=C1C(C)C)C(C)C)C(C)C)C1CCCCC1 (2-dicyclohexylphosphino-2′,4′,6′-tri-isopropyl-1,1′-biphenyl), product. The reagents and catalysts are C=1C=CC(=CC1)/C=C/C(=O)/C=C/C2=CC=CC=C2.C=1C=CC(=CC1)/C=C/C(=O)/C=C/C2=CC=CC=C2.C=1C=CC(=CC1)/C=C/C(=O)/C=C/C2=CC=CC=C2.[Pd].[Pd] (tris(dibenzylideneacetone)-dipalladium (0)). The product is FC1=C(CSC2=NC(=CC(=N2)NS(=O)(=O)N2CCC(CC2)N2CCCC2)OC)C=CC=C1F (N-{2-[(2,3-Difluorobenzyl)thio]-6-methoxypyrimidin-4-yl}-4-pyrrolidin-1-ylpiperidine-1-sulfonamide). RXN SMILES: Cl[C:2]1[CH:7]=[C:6]([O:8][CH3:9])[N:5]=[C:4]([S:10][CH2:11][C:12]2[CH:17]=[CH:16][CH:15]=[C:14]([F:18])[C:13]=2[F:19])[N:3]=1.C1(P(C2CCCCC2)C2C=CC=CC=2C2C(C(C)C)=CC(C(C)C)=CC=2C(C)C)CCCCC1.C(=O)([O-])[O-].[Cs+].[Cs+].[N:60]1([CH:65]2[CH2:70][CH2:69][N:68]([S:71]([NH2:74])(=[O:73])=[O:72])[CH2:67][CH2:66]2)[CH2:64][CH2:63][CH2:62][CH2:61]1>C1C=CC(/C=C/C(/C=C/C2C=CC=CC=2)=O)=CC=1.C1C=CC(/C=C/C(/C=C/C2C=CC=CC=2)=O)=CC=1.C1C=CC(/C=C/C(/C=C/C2C=CC=CC=2)=O)=CC=1.[Pd].[Pd]>[F:19][C:13]1[C:14]([F:18])=[CH:15][CH:16]=[CH:17][C:12]=1[CH2:11][S:10][C:4]1[N:3]=[C:2]([NH:74][S:71]([N:68]2[CH2:67][CH2:66][CH:65]([N:60]3[CH2:61][CH2:62][CH2:63][CH2:64]3)[CH2:70][CH2:69]2)(=[O:72])=[O:73])[CH:7]=[C:6]([O:8][CH3:9])[N:5]=1 |f:2.3.4,6.7.8.9.10|. Reported procedure: The title compound was prepared according to the procedure outlined in example 129 using 4-Chloro-2-[[(2,3-difluorophenyl)methyl]thio]-6-methoxypyrimidine (the product of example 35 step i) (0.3 g), tris(dibenzylideneacetone)-dipalladium (0) (20 mg), 2-dicyclohexylphosphino-2′,4′,6′-tri-isopropyl-1,1′-biphenyl (XPHOS) (15 mg), cesium carbonate (0.70 g) and 4-pyrolidin-1-ylpiperidine-1-sulfonamide (the product from step i), (0.4 g). The resulting crude material was purified using silica gel chrom...